This data is from the Open Reaction Database (ORD), a public repository of structured organic reaction records. The task is: describe an organic reaction: reactants, conditions, products, and yield The reactants are ClC1=C(C=C(C(=C1)C)SCC(F)(F)F)NN (2-chloro-4-methyl-5-(2,2,2-trifluoroethylthio)phenylhydrazine), C(C)OC(C(F)(F)F)O (trifluoroacetaldehyde ethyl hemiacetal). The reagents and catalysts are O.C1(=CC=C(C=C1)S(=O)(=O)O)C (p-toluenesulfonic acid monohydrate). Solvent: C(C)O (ethanol). Product: ClC1=C(C=C(C(=C1)C)SCC(F)(F)F)NN=CC(F)(F)F (trifluoroacetaldehyde {2-chloro-4-methyl-5-(2,2,2-trifluoroethylthio)phenyl}hydrazone). Isolated yield 67.8%. RXN SMILES: [Cl:1][C:2]1[CH:7]=[C:6]([CH3:8])[C:5]([S:9][CH2:10][C:11]([F:14])([F:13])[F:12])=[CH:4][C:3]=1[NH:15][NH2:16].C(O[CH:20](O)[C:21]([F:24])([F:23])[F:22])C>O.C1(C)C=CC(S(O)(=O)=O)=CC=1.C(O)C>[Cl:1][C:2]1[CH:7]=[C:6]([CH3:8])[C:5]([S:9][CH2:10][C:11]([F:13])([F:14])[F:12])=[CH:4][C:3]=1[NH:15][N:16]=[CH:20][C:21]([F:24])([F:23])[F:22] |f:2.3|. Procedure: A mixture of 4.1 g of 2-chloro-4-methyl-5-(2,2,2-trifluoroethylthio)phenylhydrazine, 2.3 g of trifluoroacetaldehyde ethyl hemiacetal, 0.1 g of p-toluenesulfonic acid monohydrate and 50 ml of ethanol was refluxed with heating for 6 hours. The obtained reaction mixture was concentrated under reduced pressure, water was added, and the mixture was extracted with toluene. The organic layer was washed with water and dried over anhydrous magnesium sulfate, and the solvent was distilled off under reduce... Reactants: C(C)OC(=O)C1=CC(=NO1)C1=CC=C(C=C1)NC(=O)NC1=CC=CC=C1 (3-[4-(3-phenyl-ureido)-phenyl]-isoxazole-5-carboxylic acid ethyl ester), [K+].[Br-] (KBr). Yields the product C1(=CC=CC=C1)NC(NC1=CC=C(C=C1)C1=NOC(=C1)C(=O)O)=O (3-[4-(3-phenyl-ureido)-phenyl]-isoxazole-5-carboxylic acid). The yield is 95.6%. RXN SMILES: C([O:3][C:4]([C:6]1[O:10][N:9]=[C:8]([C:11]2[CH:16]=[CH:15][C:14]([NH:17][C:18]([NH:20][C:21]3[CH:26]=[CH:25][CH:24]=[CH:23][CH:22]=3)=[O:19])=[CH:13][CH:12]=2)[CH:7]=1)=[O:5])C.[K+].[Br-]>>[C:21]1([NH:20][C:18](=[O:19])[NH:17][C:14]2[CH:13]=[CH:12][C:11]([C:8]3[CH:7]=[C:6]([C:4]([OH:5])=[O:3])[O:10][N:9]=3)=[CH:16][CH:15]=2)[CH:22]=[CH:23][CH:24]=[CH:25][CH:26]=1 |f:1.2|. Procedure details: The title compound was prepared from 3-[4-(3-phenyl-ureido)-phenyl]-isoxazole-5-carboxylic acid ethyl ester as set forth in example 8 and was obtained in 95.6% yield. Mass (ES+): 324 (M++1); IR (KBr): 3312, 1711, 1645, 1599, 1461; 1H NMR (DMSO-d6) δ: 6.97 (t, 1H), 7.28 (t, 2H), 7.45 (d, 2H), 7.59 (d, 2H), 7.71 (s, 1H), 7.87 (d, 2H), 8.76 (s, 1H), 8.96 (s, 1H). The reactants are ONC(C(CCCCN(C(C)=O)N)S(=O)C1=CC=C(C=C1)OCC#CC)=O (6-(Amino-acetylamino)-2-(4but-2-ynoxy-benzenesulfinyl)-hexanoic acid hydroxyamide), N1=CC(=CC2=CC=CC=C12)C(=O)O (3-quinolinecarboxylic acid). Product: C(C#CC)OC1=CC=C(C=C1)S(=O)C(CCCCNC(=O)C=1C=NC2=CC=CC=C2C1)C(NO)=O (quinoline-3-carboxylic acid [5-(4-but-2-ynyloxy-benzenesulfinyl)-5-hydroxycarbamoyl-pentyl]-amide). RXN SMILES: [OH:1][NH:2][C:3](=[O:27])[CH:4]([S:14]([C:16]1[CH:21]=[CH:20][C:19]([O:22][CH2:23][C:24]#[C:25][CH3:26])=[CH:18][CH:17]=1)=[O:15])[CH2:5][CH2:6][CH2:7][CH2:8][N:9](N)[C:10](=[O:12])[CH3:11].[N:28]1[C:37]2[C:32](=[CH:33][CH:34]=[CH:35][CH:36]=2)[CH:31]=C(C(O)=O)[CH:29]=1>>[CH2:23]([O:22][C:19]1[CH:20]=[CH:21][C:16]([S:14]([CH:4]([C:3](=[O:27])[NH:2][OH:1])[CH2:5][CH2:6][CH2:7][CH2:8][NH:9][C:10]([C:11]2[CH:29]=[N:28][C:37]3[C:32]([CH:31]=2)=[CH:33][CH:34]=[CH:35][CH:36]=3)=[O:12])=[O:15])=[CH:17][CH:18]=1)[C:24]#[C:25][CH3:26]. Reported procedure: 6-(Amino-acetylamino)-2-(4but-2-ynoxy-benzenesulfinyl)-hexanoic acid hydroxyamide resin (0.33 g, 1.1 meq/g) prepared in step B was acylated with 3-quinolinecarboxylic acid (1.2 g, 4.0 eq) according to the procedure in Example 13, Step E to give quinoline-3-carboxylic acid [5-(4-but-2-ynyloxy-benzenesulfinyl)-5-hydroxycarbamoyl-pentyl]-amide resin. Reaction conditions: temperature 60 celsius, time 10 minute. Reported procedure: A solution of 4-acetamidophenol (2.9 g, 19 mmol) in THF (60 ml) was added dropwise to a stirred suspension of sodium hydride (0.46 g, 19 mmol, 60% dispersion in mineral oil) in THF (60 ml) and the temperature was kept below 5° C. during the addition. The mixture was stirred for 10 min and a solution of 2-methyl-oxirane-2-carboxylic acid (3-methyl-4-nitrophenyl)amide (3.05 g, 13 mmol) in THF (120 ml) was added. The mixture was heated to 60° C. and stirred at this temperature for 7 h, and allowed ... Starting materials: CC=1C=C(C=CC1[N+](=O)[O-])NC(=O)C1(OC1)C (2-methyl-oxirane-2-carboxylic acid (3-methyl-4-nitrophenyl)amide), C(C)(=O)NC1=CC=C(C=C1)O (4-acetamidophenol), [H-].[Na+] (sodium hydride). Run in C1CCOC1 (THF), C1CCOC1 (THF), C1CCOC1 (THF). As a reaction SMILES: [C:1]([NH:4][C:5]1[CH:10]=[CH:9][C:8]([OH:11])=[CH:7][CH:6]=1)(=[O:3])[CH3:2].[H-].[Na+].[CH3:14][C:15]1[CH:16]=[C:17]([NH:24][C:25]([C:27]2([CH3:30])[CH2:29][O:28]2)=[O:26])[CH:18]=[CH:19][C:20]=1[N+:21]([O-:23])=[O:22]>C1COCC1>[C:1]([NH:4][C:5]1[CH:10]=[CH:9][C:8]([O:11][CH2:30][C:27]([OH:28])([CH3:29])[C:25]([NH:24][C:17]2[CH:18]=[CH:19][C:20]([N+:21]([O-:23])=[O:22])=[C:15]([CH3:14])[CH:16]=2)=[O:26])=[CH:7][CH:6]=1)(=[O:3])[CH3:2] |f:1.2|. Yields the product C(C)(=O)NC1=CC=C(OCC(C(=O)NC2=CC(=C(C=C2)[N+](=O)[O-])C)(C)O)C=C1 (3-(4-Acetylaminophenoxy)-2-hydroxy-2-methyl-N-(3-methyl-4-nitrophenyl)propionamide). Reactants: COc1ccc(N)cn1, CCC(C)O, Clc1nnc(-c2ccccc2)c2ccccc12. The product is COc1ccc(Nc2nnc(-c3ccccc3)c3ccccc23)cn1. Reaction SMILES: [CH3:1][O:2][c:3]1[cH:4][cH:5][c:6]([NH2:9])[cH:7][n:8]1.[CH3:27][CH:28]([OH:29])[CH2:30][CH3:31].[Cl:10][c:11]1[n:12][n:13][c:14](-[c:21]2[cH:22][cH:23][cH:24][cH:25][cH:26]2)[c:15]2[cH:16][cH:17][cH:18][cH:19][c:20]12>>[CH3:1][O:2][c:3]1[cH:4][cH:5][c:6]([NH:9][c:11]2[n:12][n:13][c:14](-[c:21]3[cH:22][cH:23][cH:24][cH:25][cH:26]3)[c:15]3[cH:16][cH:17][cH:18][cH:19][c:20]23)[cH:7][n:8]1. Starting materials: C(#N)C=1C=CC(=NC1)CC(=O)OC (methyl 2-(5-cyanopyridin-2-yl)acetate), Cl (hydrogen chloride). Reagents/catalysts: [Pd] (Pd/C). Solvent: CO (methanol), CO (methanol). Conditions: time 8 hour. Product: [Cl-].COC(CC1=CC=C(C=N1)C[NH3+])=O ((6-(2-methoxy-2-oxoethyl)pyridin-3-yl)methanaminium chloride). As a reaction SMILES: [C:1]([C:3]1[CH:4]=[CH:5][C:6]([CH2:9][C:10]([O:12][CH3:13])=[O:11])=[N:7][CH:8]=1)#[N:2].[ClH:14]>CO.[Pd]>[Cl-:14].[CH3:13][O:12][C:10](=[O:11])[CH2:9][C:6]1[N:7]=[CH:8][C:3]([CH2:1][NH3+:2])=[CH:4][CH:5]=1 |f:4.5|. Reported procedure: To a solution of methyl 2-(5-cyanopyridin-2-yl)acetate (1.2 g, 6.8 mmol) in methanol (20 ml) was added hydrogen chloride in methanol (4 M, 20 ml), and then Pd/C (200 mg). Then the reaction mixture was hydrogenated under hydrogen atmosphere overnight. The reaction mixture was filtered, the filtrate was concentrated to give the crude product and was washed by ethyl acetate to give the desired product. LC-MS: m/z (M+H)=181.5 The reactants are BrC1=CC=NC2=CC=C3C(=C12)OCCO3 (10-Bromo-2,3-dihydro-[1,4]dioxino[2,3-f]quinoline), C(=C)[Sn](CCCC)(CCCC)CCCC (vinyltributyl tin). Reagents/catalysts: C=1C=CC(=CC1)[P](C=2C=CC=CC2)(C=3C=CC=CC3)[Pd]([P](C=4C=CC=CC4)(C=5C=CC=CC5)C=6C=CC=CC6)([P](C=7C=CC=CC7)(C=8C=CC=CC8)C=9C=CC=CC9)[P](C=1C=CC=CC1)(C=1C=CC=CC1)C=1C=CC=CC1 (Pd(PPh3)4). The solvent is C1(=CC=CC=C1)C (toluene). Reaction conditions: time 18 hour. The product is C(=C)C1=CC=NC2=CC=C3C(=C12)OCCO3 (10-vinyl-2,3-dihydro-[1,4]dioxino[2,3-f]quinoline), solid. Yield: 64.0%. Reaction SMILES: Br[C:2]1[C:11]2[C:6](=[CH:7][CH:8]=[C:9]3[O:15][CH2:14][CH2:13][O:12][C:10]3=2)[N:5]=[CH:4][CH:3]=1.[CH:16]([Sn](CCCC)(CCCC)CCCC)=[CH2:17]>C1(C)C=CC=CC=1.C1C=CC([P]([Pd]([P](C2C=CC=CC=2)(C2C=CC=CC=2)C2C=CC=CC=2)([P](C2C=CC=CC=2)(C2C=CC=CC=2)C2C=CC=CC=2)[P](C2C=CC=CC=2)(C2C=CC=CC=2)C2C=CC=CC=2)(C2C=CC=CC=2)C2C=CC=CC=2)=CC=1>[CH:16]([C:2]1[C:11]2[C:6](=[CH:7][CH:8]=[C:9]3[O:15][CH2:14][CH2:13][O:12][C:10]3=2)[N:5]=[CH:4][CH:3]=1)=[CH2:17] |^1:41,43,62,81|. Procedure details: To a solution of 10-Bromo-2,3-dihydro-[1,4]dioxino[2,3-f]quinoline (0.8 g, 38.4 mmol, 1 eq) in toluene (15 mL) was added vinyltributyl tin (1.05 mL) and Pd(PPh3)4, (173 mg). The reaction was stirred under Argon for 18 hours at 130 C. The reaction was then cooled and evaporated to dryness. The solid obtained was passed through silica gel to obtain the title compound with as a pale yellow solid (0.50 g, 64%). LC/MS (ES) m/z 214.